This data is from the Open Reaction Database (ORD), a public repository of structured organic reaction records. The task is: describe an organic reaction: reactants, conditions, products, and yield Reactants: C(CO)(=O)OCC (ethyl glycolate), [H-].[Na+] (sodium hydride oil dispersion), ClC1=NC(=CC(=N1)Cl)NCC1=CC=C(C=C1)Cl (2,4-dichloro-6-(p-chlorobenzylamino)pyrimidine). The solvent is O1CCCC1 (tetrahydrofuran). The product is C(C)OC(COC1=NC(=CC(=N1)Cl)NCC1=CC=C(C=C1)Cl)=O ([4-Chloro-6-(p-chlorobenzylamino)-2-pyrimidinyloxy]acetic acid ethyl ester). RXN SMILES: [C:1]([O:5][CH2:6][CH3:7])(=[O:4])[CH2:2][OH:3].[H-].[Na+].Cl[C:11]1[N:16]=[C:15]([Cl:17])[CH:14]=[C:13]([NH:18][CH2:19][C:20]2[CH:25]=[CH:24][C:23]([Cl:26])=[CH:22][CH:21]=2)[N:12]=1>O1CCCC1>[CH2:6]([O:5][C:1](=[O:4])[CH2:2][O:3][C:11]1[N:16]=[C:15]([Cl:17])[CH:14]=[C:13]([NH:18][CH2:19][C:20]2[CH:25]=[CH:24][C:23]([Cl:26])=[CH:22][CH:21]=2)[N:12]=1)[CH3:7] |f:1.2|. Procedure details: To 4.2 g. of ethyl glycolate in 50 ml. of anhydrous tetrahydrofuran was added 1.7 g. of sodium hydride oil dispersion (57 percent) with stirring. There was added after 20 minutes 11.5 g. of 2,4-dichloro-6-(p-chlorobenzylamino)pyrimidine.